From a dataset of the Open Reaction Database (ORD), a public repository of structured organic reaction records. describe an organic reaction: reactants, conditions, products, and yield Starting materials: CN(C)CCOC=1C=C(N)C=CC1Cl.ClC=1C(=C(OC2=CC=C(C=C2)S(=O)(=O)NC2=CC(=C(C=C2)Cl)OCCN(C)C)C=CC1)C#N (4-(3-Chloro-2-cyano-phenoxy)N-[4chloro-3-(2-dimethylamino-ethoxy)-phenyl]-benzenesulfonamide 3-[2-(N,N-Dimethylamino)ethoxy]-4-chloro-aniline), C(#N)C1=C(OC2=CC=C(C=C2)S(=O)(=O)Cl)C=CC=C1Cl (4-(2-cyano-3-chloro-phenoxy)benzenesulfonyl chloride). Solvent: C(Cl)(Cl)Cl (CHCl3), C(Cl)(Cl)Cl (CHCl3). Run at time 5 day. Product: ClC=1C(=C(OC2=CC=C(C=C2)S(=O)(=O)NC2=CC(=C(C=C2)Cl)OCCN(C)C)C=CC1)C#N (4-(3-Chloro-2-cyano-phenoxy)N-[4-chloro-3-(2-dimethylamino-ethoxy)-phenyl]-benzenesulfonamide). Isolated yield 42.9%. RXN SMILES: CN(CCOC1C=C(C=CC=1Cl)N)C.[Cl:15][C:16]1[C:17]([C:46]#[N:47])=[C:18]([CH:43]=[CH:44][CH:45]=1)[O:19][C:20]1[CH:25]=[CH:24][C:23]([S:26]([NH:29][C:30]2[CH:35]=[CH:34][C:33]([Cl:36])=[C:32]([O:37][CH2:38][CH2:39][N:40]([CH3:42])[CH3:41])[CH:31]=2)(=[O:28])=[O:27])=[CH:22][CH:21]=1.C(C1C(Cl)=CC=CC=1OC1C=CC(S(Cl)(=O)=O)=CC=1)#N>C(Cl)(Cl)Cl>[Cl:15][C:16]1[C:17]([C:46]#[N:47])=[C:18]([CH:43]=[CH:44][CH:45]=1)[O:19][C:20]1[CH:25]=[CH:24][C:23]([S:26]([NH:29][C:30]2[CH:35]=[CH:34][C:33]([Cl:36])=[C:32]([O:37][CH2:38][CH2:39][N:40]([CH3:42])[CH3:41])[CH:31]=2)(=[O:28])=[O:27])=[CH:22][CH:21]=1 |f:0.1|. Procedure: 2-Chloro-5-nitrophenol 2-Chloro-5-nitroanisole (310 g, 1.7 mol) was taken up in a mixture of 48% HBr (1.5 L) and AcOH (1.2 L) and heated at reflux for 3 days. The dark solution was allowed to cool to room temperature, poured into ice water (10 L), and let stand for 3 h. The resultant dull yellow solid was filtered, washed with water, and dried in vacuo (230 g, 79%): mp 115-117° C. b). 2-Chloro-5-aminophenol A solution of 2-chloro-5-nitrophenol (25 g, 0.14 mol) in ethyl acetate (150 mL) was treat...